From a dataset of the Open Reaction Database (ORD), a public repository of structured organic reaction records. describe an organic reaction: reactants, conditions, products, and yield Reactants: O=C(O)c1cc(Br)cs1, O=C([O-])[O-], Cn1nccc1B1OC(C)(C)C(C)(C)O1, [Cs+], [Cs+], C1COCCO1, O. Yields the product Cn1nccc1-c1csc(C(=O)O)c1. Reaction SMILES: [Br:1][c:2]1[cH:3][c:4]([C:7](=[O:8])[OH:9])[s:5][cH:6]1.[C:10](=[O:11])([O-:12])[O-:13].[CH3:16][n:17]1[n:18][cH:19][cH:20][c:21]1[B:22]1[O:23][C:24]([CH3:25])([CH3:26])[C:27]([CH3:28])([CH3:29])[O:30]1.[Cs+:14].[Cs+:15].[O:31]1[CH2:32][CH2:33][O:34][CH2:35][CH2:36]1.[OH2:37]>>[c:2]1(-[c:21]2[n:17]([CH3:16])[n:18][cH:19][cH:20]2)[cH:3][c:4]([C:7](=[O:8])[OH:9])[s:5][cH:6]1. Starting materials: N#N (N2), BrC=1C=NN2C1N=C(C=C2)N2CCN(CC2)C(=O)N2CCCC2 ([4-(3-bromo-pyrazolo[1,5-a]pyrimidin-5-yl)-piperazin-1-yl]-pyrrolidin-1-yl-methanone), CC1(OB(OC1(C)C)C1=NC=CC=C1)C (2-(4,4,5,5-tetramethyl-1,3,2-dioxaborolan-2-yl)pyridine), C([O-])([O-])=O.[Cs+].[Cs+] (cesium carbonate), ClCCl (dichloromethane), N#N (N2). Reagents/catalysts: [Cu](Cl)Cl (copper chloride), C1=CC=C(C=C1)P([C-]2C=CC=C2)C3=CC=CC=C3.C1=CC=C(C=C1)P([C-]2C=CC=C2)C3=CC=CC=C3.Cl[Pd]Cl.[Fe+2] ([1,1′-bis(diphenylphosphino)ferrocene]dichloropalladium(II)). Run in CN(C)C=O (DMF). Conditions: temperature 100 celsius. Yields the product Cl.Cl.N1=C(C=CC=C1)C1=CN=C2N1N=C(C=C2)N2CCN(CC2)C(=O)N2CCCC2 ([4-(3-pyridin-2-yl-imidazo[1,2-b]pyridazin-6-yl)-piperazin-1-yl]-pyrrolidin-1-yl-methanone dihydrochloride salt). As a reaction SMILES: BrC1C=NN2[CH:10]=[CH:9][C:8]([N:11]3[CH2:16][CH2:15][N:14]([C:17]([N:19]4[CH2:23][CH2:22][CH2:21][CH2:20]4)=[O:18])[CH2:13][CH2:12]3)=NC=12.CC1(C)C(C)(C)OB([C:32]2[CH:37]=[CH:36][CH:35]=[CH:34][N:33]=2)O1.C(=O)([O-])[O-].[Cs+].[Cs+].[Cl:45]CCl.[N:48]#[N:49]>[Cu](Cl)Cl.C1C=CC(P(C2C=CC=CC=2)[C-]2C=CC=C2)=CC=1.C1C=CC(P(C2C=CC=CC=2)[C-]2C=CC=C2)=CC=1.Cl[Pd]Cl.[Fe+2].CN(C=O)C>[ClH:45].[ClH:45].[N:33]1[CH:34]=[CH:35][CH:36]=[CH:37][C:32]=1[C:9]1[N:48]2[N:49]=[C:8]([N:11]3[CH2:12][CH2:13][N:14]([C:17]([N:19]4[CH2:20][CH2:21][CH2:22][CH2:23]4)=[O:18])[CH2:15][CH2:16]3)[CH:9]=[CH:10][C:12]2=[N:11][CH:8]=1 |f:2.3.4,8.9.10.11,13.14.15|. Reported procedure: To a mixture of [4-(3-bromo-pyrazolo[1,5-a]pyrimidin-5-yl)-piperazin-1-yl]-pyrrolidin-1-yl-methanone (381.0 mg, 01.0 mmol), 2-(4,4,5,5-tetramethyl-1,3,2-dioxaborolan-2-yl)pyridine [874186-98-8] (512.7 mg, 2.5 mmol), copper chloride [7758-89-6] (99.4 mg, 1.0 mmol), cesium carbonate [534-17-8] (651.8 mg, 2.0 mmol) and [1,1′-bis(diphenylphosphino)ferrocene]dichloropalladium(II), complex with dichloromethane [95464-05-4] (82.1 mg, 0.1 mmol) contained in a 25 mL round bottomed flask was added anhydro... Starting materials: CC(C)(C)OC(=O)NCCCNC(=O)OCCl, CC#N, [I-], [Na+]. Reaction SMILES: [C:1]([CH3:2])([CH3:3])([CH3:4])[O:5][C:6](=[O:7])[NH:8][CH2:9][CH2:10][CH2:11][NH:12][C:13]([O:14][CH2:15][Cl:16])=[O:17].[CH3:20][C:21]#[N:22].[I-:19].[Na+:18]>>[C:1]([CH3:2])([CH3:3])([CH3:4])[O:5][C:6](=[O:7])[NH:8][CH2:9][CH2:10][CH2:11][NH:12][C:13]([O:14][CH2:15][I:19])=[O:17]. Yields the product CC(C)(C)OC(=O)NCCCNC(=O)OCI. The reactants are CC(=O)C (acetone), OC1=C(C=C(C=C1)Cl)NC(=O)CON=C(C(=O)NC1[C@@H]2N(C(=C(CS2)CSC2=NN=NN2C)C(=O)O)C1=O)C=1N=C(SC1)NC=O (7-[2-{N-(2-hydroxy-5-chlorophenyl)carbamoylmethoxyimino}-2-(2-formamidothiazol-4-yl)acetamido]-3-(1-methyl-1H-tetrazol-5-yl)thiomethyl-3-cephem-4-carboxylic acid), Cl (hydrochloric acid). Solvent: CO (methanol). Run at time 3 hour. Yields the product OC1=C(C=C(C=C1)Cl)NC(=O)CON=C(C(=O)NC1[C@@H]2N(C(=C(CS2)CSC2=NN=NN2C)C(=O)O)C1=O)C=1N=C(SC1)N (7-[2-{N-(2-Hydroxy-5-chlorophenyl)carbamoylmethoxyimino}-2-(2-aminothiazol-4-yl)-acetamido]-3-(1-methyl-1H-tetrazol-5-yl)thiomethyl-3-cephem-4-carboxylic acid). Isolated yield 75.7%. As a reaction SMILES: CC(C)=O.[OH:5][C:6]1[CH:11]=[CH:10][C:9]([Cl:12])=[CH:8][C:7]=1[NH:13][C:14]([CH2:16][O:17][N:18]=[C:19]([C:43]1[N:44]=[C:45]([NH:48]C=O)[S:46][CH:47]=1)[C:20]([NH:22][CH:23]1[C:41](=[O:42])[N:25]2[C:26]([C:38]([OH:40])=[O:39])=[C:27]([CH2:30][S:31][C:32]3[N:36]([CH3:37])[N:35]=[N:34][N:33]=3)[CH2:28][S:29][C@H:24]12)=[O:21])=[O:15].Cl>CO>[OH:5][C:6]1[CH:11]=[CH:10][C:9]([Cl:12])=[CH:8][C:7]=1[NH:13][C:14]([CH2:16][O:17][N:18]=[C:19]([C:43]1[N:44]=[C:45]([NH2:48])[S:46][CH:47]=1)[C:20]([NH:22][CH:23]1[C:41](=[O:42])[N:25]2[C:26]([C:38]([OH:40])=[O:39])=[C:27]([CH2:30][S:31][C:32]3[N:36]([CH3:37])[N:35]=[N:34][N:33]=3)[CH2:28][S:29][C@H:24]12)=[O:21])=[O:15]. Procedure details: To a mixture of acetone (1 ml.), methanol (4 ml.) and 7-[2-{N-(2-hydroxy-5-chlorophenyl)carbamoylmethoxyimino}-2-(2-formamidothiazol-4-yl)acetamido]-3-(1-methyl-1H-tetrazol-5-yl)thiomethyl-3-cephem-4-carboxylic acid (syn isomer) (0.55 g.) was added conc. hydrochloric acid (0.11 ml.) followed by stirring for 3 hours at room temperature. The reaction mixture was concentrated and then to the residue were added water (3 ml.) and an aqueous solution of sodium bicarbonate whereby the pH was adjusted t... Starting materials: ClC=1C=C(OC2=NC=C(C=C2)[N+](=O)[O-])C=CC1Cl (2-(3,4-dichlorophenoxy)-5-nitropyridine). The reagents and catalysts are [Pd] (palladium). The solvent is C(C)O (ethanol). Yields the product ClC=1C=C(OC2=NC=C(C=C2)N)C=CC1Cl (2-(3,4-dichlorophenoxy)-5-pyridinamine). RXN SMILES: [Cl:1][C:2]1[CH:3]=[C:4]([CH:15]=[CH:16][C:17]=1[Cl:18])[O:5][C:6]1[CH:11]=[CH:10][C:9]([N+:12]([O-])=O)=[CH:8][N:7]=1>C(O)C.[Pd]>[Cl:1][C:2]1[CH:3]=[C:4]([CH:15]=[CH:16][C:17]=1[Cl:18])[O:5][C:6]1[CH:11]=[CH:10][C:9]([NH2:12])=[CH:8][N:7]=1. Reported procedure: The 2-(3,4-dichlorophenoxy)-5-nitropyridine described above was divided into 4 portions of 23.7 g each, and each portion was then hydrogenated in absolute ethanol employing a palladium catalyst as well known in the art. After removal of the catalyst, the ethanol filtrates were combined and evaporated to dryness. The residue which remained was diluted with isopropyl alcohol and hexane and then chilled. The resulting solid was collected by filtration and vacuum dried to give 70.8 g of 2-(3,4-dichl... Starting materials: BrCc1cccc(CBr)n1, Cc1ccc(-c2nc(N)nc3nn[nH]c23)o1, CS(C)=O, CCCCCC, CCOC(C)=O. Yields the product Cc1ccc(-c2nc(N)nc3c2nnn3Cc2cccc(CBr)n2)o1. RXN SMILES: [Br:17][CH2:18][c:19]1[n:20][c:21]([CH2:25][Br:26])[cH:22][cH:23][cH:24]1.[CH3:1][c:2]1[cH:3][cH:4][c:5](-[c:7]2[c:8]3[c:9]([n:10][c:11]([NH2:13])[n:12]2)[n:14][n:15][nH:16]3)[o:6]1.[CH3:27][S:28]([CH3:29])=[O:30].[CH3:31][CH2:32][CH2:33][CH2:34][CH2:35][CH3:36].[CH3:37][CH2:38][O:39][C:40]([CH3:41])=[O:42]>>[CH3:1][c:2]1[cH:3][cH:4][c:5](-[c:7]2[c:8]3[c:9]([n:10][c:11]([NH2:13])[n:12]2)[n:14]([CH2:25][c:21]2[n:20][c:19]([CH2:18][Br:17])[cH:24][cH:23][cH:22]2)[n:15][n:16]3)[o:6]1. Reactants: Grignard reagent, CC(C(C)=O)=O (2,3-butanedione), C1(=CC=CC=C1)C (PhMe). The solvent is C1CCOC1 (THF). Product: OC(C(C)=O)(C)C1=CC=CC=C1 (3-hydroxy-3-phenylbutan-2-one). Yield: 56.6%. Reaction SMILES: [CH3:1][C:2](=[O:6])[C:3](=[O:5])[CH3:4].[C:7]1(C)[CH:12]=[CH:11][CH:10]=[CH:9][CH:8]=1>C1COCC1>[OH:5][C:3]([C:7]1[CH:12]=[CH:11][CH:10]=[CH:9][CH:8]=1)([CH3:4])[C:2](=[O:6])[CH3:1]. Procedure: The Grignard reagent (6.13 moles) was added to 480 g of 2,3-butanedione dissolved in 1.95 L of THF and 3.25 L of PhMe while maintaining the temperature at -6° C.±4° C. After the reaction was complete, it was quenched with 5% sulfuric acid to pH=4.5±1, then worked up as in Example I to give 689 g of crude product. Vacuum distillation (88°-93° C., 1.2-3 mm Hg) gave 3-hydroxy-3-phenylbutan-2-one in 56.6% yield. Reactants: C(C)(C)(C)C1=C(C=CC(=C1)C(C)(C)C)OCC(F)F (2,4-Di-tert-butyl-1-(2,2-difluoro-ethoxy)-benzene), IN1C(CCC1=O)=O (N-iodosuccinimide), O.C1(=CC=C(C=C1)S(=O)(=O)O)C (p-toluenesulfonic acid monohydrate). Solvent: ClCCl (dichloromethane), hexanes. Run at temperature 38 celsius. Product: C(C)(C)(C)C1=C(C(=CC(=C1)C(C)(C)C)I)OCC(F)F (1,5-Di-tert-butyl-2-(2,2-difluoro-ethoxy)-3-iodo-benzene). Yield: 100.1%. RXN SMILES: [C:1]([C:5]1[CH:10]=[C:9]([C:11]([CH3:14])([CH3:13])[CH3:12])[CH:8]=[CH:7][C:6]=1[O:15][CH2:16][CH:17]([F:19])[F:18])([CH3:4])([CH3:3])[CH3:2].[I:20]N1C(=O)CCC1=O.O.C1(C)C=CC(S(O)(=O)=O)=CC=1>ClCCl>[C:1]([C:5]1[CH:10]=[C:9]([C:11]([CH3:12])([CH3:13])[CH3:14])[CH:8]=[C:7]([I:20])[C:6]=1[O:15][CH2:16][CH:17]([F:18])[F:19])([CH3:2])([CH3:3])[CH3:4] |f:2.3|. Procedure: 2,4-Di-tert-butyl-1-(2,2-difluoro-ethoxy)-benzene (6.75 g, 25 mmol), N-iodosuccinimide (6.74 g, 30 mmol) and p-toluenesulfonic acid monohydrate (1.90 g, 10 mmol) were combined in dichloromethane (75 mL) and heated at 38° C. for 7 h. TLC (hexanes) indicated a small amount of starting material still present and the reaction was treated with additional N-iodosuccinimde (0.33 g). After 4 h the reaction was washed with 10% Na2SO2O3 solution (50 mL). The aqueous was backwashed with dichloromethane (10... The reactants are FC1=C(C=2CCC(N3C=C(C(C(C23)=C1)=O)C(=O)O)C)OC (6,7-dihydro-9-fluoro-8-methoxy-5-methyl-1-oxo-1H,5H-benzo[ij]quinolizine-2-carboxylic acid). Solvent: Br (hydrobromic acid), O (water). The product is O.FC1=C(C=2CCC(N3C=C(C(C(C23)=C1)=O)C(=O)O)C)O (6,7-dihydro-9-fluoro-8-hydroxy-5-methyl-1-oxo-1H,5H-benzo[ij]quinolizine-2-carboxylic acid hydrate). As a reaction SMILES: [F:1][C:2]1[CH:14]=[C:12]2[C:13]3[N:8]([CH:9]=[C:10]([C:16]([OH:18])=[O:17])[C:11]2=[O:15])[CH:7]([CH3:19])[CH2:6][CH2:5][C:4]=3[C:3]=1[O:20]C>Br.O>[OH2:15].[F:1][C:2]1[CH:14]=[C:12]2[C:13]3[N:8]([CH:9]=[C:10]([C:16]([OH:18])=[O:17])[C:11]2=[O:15])[CH:7]([CH3:19])[CH2:6][CH2:5][C:4]=3[C:3]=1[OH:20] |f:3.4|. Procedure details: A solution of 1.2 g of 6,7-dihydro-9-fluoro-8-methoxy-5-methyl-1-oxo-1H,5H-benzo[ij]quinolizine-2-carboxylic acid in 25 ml of 48% hydrobromic acid was heated at reflux for three hours, and was then cooled and diluted with about 100 ml of water. The product was separated by filtration and recrystallized from aqueous N,N-dimethylformamide to provide white solid 6,7-dihydro-9-fluoro-8-hydroxy-5-methyl-1-oxo-1H,5H-benzo[ij]quinolizine-2-carboxylic acid hydrate, m.p. 293°-294° C. Analysis: Calculated... The reactants are NC1=C(C=CC=C1)SC1=C(C#N)C=CC=C1 (2-(2-Aminophenylthio)benzonitrile), C(C)(=O)O (acetic acid), [N-]=[N+]=[N-].[Na+] (sodium azide), [Cl-].[NH4+] (ammonium chloride). Solvent: CN(C)C=O (DMF), O (water). Run at time 5 hour. The product is N1N=NN=C1C1=C(C=CC=C1)SC1=C(N)C=CC=C1 (2-[2-(1H-Tetrazol-5-yl)phenylthio]aniline). The yield is 66.5%. Reaction SMILES: [NH2:1][C:2]1[CH:7]=[CH:6][CH:5]=[CH:4][C:3]=1[S:8][C:9]1[CH:16]=[CH:15][CH:14]=[CH:13][C:10]=1[C:11]#[N:12].[N-:17]=[N+:18]=[N-:19].[Na+].[Cl-].[NH4+].C(O)(=O)C>CN(C=O)C.O>[NH:17]1[C:11]([C:10]2[CH:13]=[CH:14][CH:15]=[CH:16][C:9]=2[S:8][C:3]2[CH:4]=[CH:5][CH:6]=[CH:7][C:2]=2[NH2:1])=[N:12][N:19]=[N:18]1 |f:1.2,3.4|. Procedure: In 25 ml of DMF were suspended 2.4 g of 2-(2-aminophenylthio)benzonitrile (prepared in accordance with Reference Example 5, Step 4), 3.4 g of sodium azide and 1.7 g of ammonium chloride and the suspension was stirred at 110°-120° C. for 5 hours. After cooling, the reaction mixture was diluted with water, acidified with acetic acid and extracted with ethyl acetate. The extract was washed with water, dried and concentrated and the residue was crystallized from ethyl acetate and isopropyl ether to ...